This data is from the Open Reaction Database (ORD), a public repository of structured organic reaction records. The task is: describe an organic reaction: reactants, conditions, products, and yield The reactants are NC=1C(=NC=C(C1)Br)Cl (3-Amino-5-bromo-2-chloropyridine), CC1=C(C=C(C=C1)C)S(=O)(=O)Cl (2,5-dimethylbenzenesulfonyl chloride). Solvent: N1=CC=CC=C1 (pyridine). Reaction conditions: time 8 hour. Product: BrC=1C=C(C(=NC1)Cl)NS(=O)(=O)C1=C(C=CC(=C1)C)C (N-(5-Bromo-2-chloro-3-pyridinyl)-2,5-dimethylbenzenesulfonamide). The yield is 47.8%. As a reaction SMILES: [NH2:1][C:2]1[C:3]([Cl:9])=[N:4][CH:5]=[C:6]([Br:8])[CH:7]=1.[CH3:10][C:11]1[CH:16]=[CH:15][C:14]([CH3:17])=[CH:13][C:12]=1[S:18](Cl)(=[O:20])=[O:19]>N1C=CC=CC=1>[Br:8][C:6]1[CH:7]=[C:2]([NH:1][S:18]([C:12]2[CH:13]=[C:14]([CH3:17])[CH:15]=[CH:16][C:11]=2[CH3:10])(=[O:20])=[O:19])[C:3]([Cl:9])=[N:4][CH:5]=1. Reported procedure: 3-Amino-5-bromo-2-chloropyridine (510 mg) in dry pyridine (7 ml) was treated with 2,5-dimethylbenzenesulfonyl chloride (962 mg) then stirred at RT overnight. The reaction was purified by prep-HPLC. The combined fractions were concentrated to give a slurry, then filtered, rising with water and dried overnight to give title compound (441 mg). Reaction conditions: temperature 40 celsius, time 15 minute. As a reaction SMILES: C(O[SiH](OCC)OCC)C.[C:11](OCC)(=[O:21])[CH2:12][CH2:13][CH2:14][CH2:15][CH2:16][CH2:17][CH2:18][CH2:19][CH3:20]>[O-]CC.[Ti+4].[O-]CC.[O-]CC.[O-]CC>[CH2:11]([OH:21])[CH2:12][CH2:13][CH2:14][CH2:15][CH2:16][CH2:17][CH2:18][CH2:19][CH3:20] |f:2.3.4.5.6|. The reagents and catalysts are [O-]CC.[Ti+4].[O-]CC.[O-]CC.[O-]CC (titanium (IV) ethoxide). Isolated yield 93.5%. Reactants: C(C)O[SiH](OCC)OCC (triethoxysilane), C(CCCCCCCCC)(=O)OCC (ethyl decanoate). Product: C(CCCCCCCCC)O (decanol). Reported procedure: A dry Schlenk tube under argon was charged with titanium (IV) ethoxide (32 μL, 0.15 mmol) and triethoxysilane (1.39 mL, 7.5 mmol) and heated to 40° C. After 15 min., ethyl decanoate (696 μL, 3 mmol) was added. After 18 hours, the reaction was determined to be complete by GC analysis. Standard work-up afforded 444 mg (93% yield) of decanol as a clear oil. The reactants are C(C)(=O)C1=CC=C(CC2C(NC(S2)=O)=O)C=C1 (5-(4-acetylbenzyl)thiazolidine-2,4-dione), C(C1=CC=C(C=C1)OC)=O (p-anisaldehyde). Solvent: C(C)O (ethanol), O (water). Conditions: time 8 hour. Product: COC1=CC=C(C=C1)/C=C/C(=O)C1=CC=C(CC2C(NC(S2)=O)=O)C=C1 ((E)-5-[4-(3-(4-Methoxyphenyl)-2-propenoyl)benzyl]thiazolidine-2,4-dione). As a reaction SMILES: [C:1]([C:4]1[CH:17]=[CH:16][C:7]([CH2:8][CH:9]2[S:13][C:12](=[O:14])[NH:11][C:10]2=[O:15])=[CH:6][CH:5]=1)(=[O:3])[CH3:2].[CH:18](=O)[C:19]1[CH:24]=[CH:23][C:22]([O:25][CH3:26])=[CH:21][CH:20]=1>C(O)C.O>[CH3:26][O:25][C:22]1[CH:23]=[CH:24][C:19](/[CH:18]=[CH:2]/[C:1]([C:4]2[CH:17]=[CH:16][C:7]([CH2:8][CH:9]3[S:13][C:12](=[O:14])[NH:11][C:10]3=[O:15])=[CH:6][CH:5]=2)=[O:3])=[CH:20][CH:21]=1. Procedure: Hydrogen chloride was bubbled into an ice-cooled solution of 5-(4-acetylbenzyl)thiazolidine-2,4-dione (1.0 g, 4.0 mmol) and p-anisaldehyde (0.55 g, 4.0 mol) in ethanol (15 ml) for 1 hour. The solution was stirred overnight at room temperature, then diluted with water and the yellow precipitate of present title product collected and dried (1.37 g, 93%); m.p. 177°-180° C. The reactants are C(O)CN (ethanolamine), [H-].[Na+] (NaH), C(C1=CC=CC=C1)Cl (benzyl chloride). Run in C1CCOC1 (THF). Yields the product C(C1=CC=CC=C1)OCCN (2-benzyloxyethylamine). Yield: 90.8%. RXN SMILES: [CH2:1]([CH2:3][NH2:4])[OH:2].[H-].[Na+].[CH2:7](Cl)[C:8]1[CH:13]=[CH:12][CH:11]=[CH:10][CH:9]=1>C1COCC1>[CH2:7]([O:2][CH2:1][CH2:3][NH2:4])[C:8]1[CH:13]=[CH:12][CH:11]=[CH:10][CH:9]=1 |f:1.2|. Procedure: To a solution of ethanolamine (5 g, 81.8 mmol) in 100 mL of dried THF was added 60% NaH (3.27 g, 81.8mmol) at room temperature. The mixture was heated to reflux for 30min, then benzyl chloride (9.32 g, 73.6 mmol) was added. The resulting mixture was refluxed for 3 hours. The mixture was concentrated, the residue was diluted with 1 N aq. HCl, extracted with dichloromethane. The aqueous layer was adjusted to pH>14 with 10% aq. NaOH, extracted with dichloromethane. The organic was dried over MgSO4,... Starting materials: NC1=CC(=C(C(=O)NCC2CCN(CC2)CCCCCNCC2=CC=CC=C2)C=C1Cl)OC (4-Amino-N-((1-(5-benzylaminopentyl)piperidin-4-yl)methyl)-5-chloro-2-methoxybenzamide), C(C)=O (acetaldehyde), C(#N)[BH3-].[Na+] (sodium cyanoborohydride). Product: NC1=CC(=C(C(=O)NCC2CCN(CC2)CCCCCN(CC2=CC=CC=C2)CC)C=C1Cl)OC (4-amino-5-chloro-N-((1-(5-(N-ethyl-N-benzylamino)pentyl)piperidin-4-yl)methyl)-2-methoxybenzamide). As a reaction SMILES: [NH2:1][C:2]1[C:30]([Cl:31])=[CH:29][C:5]([C:6]([NH:8][CH2:9][CH:10]2[CH2:15][CH2:14][N:13]([CH2:16][CH2:17][CH2:18][CH2:19][CH2:20][NH:21][CH2:22][C:23]3[CH:28]=[CH:27][CH:26]=[CH:25][CH:24]=3)[CH2:12][CH2:11]2)=[O:7])=[C:4]([O:32][CH3:33])[CH:3]=1.[CH:34](=O)[CH3:35].C([BH3-])#N.[Na+]>>[NH2:1][C:2]1[C:30]([Cl:31])=[CH:29][C:5]([C:6]([NH:8][CH2:9][CH:10]2[CH2:11][CH2:12][N:13]([CH2:16][CH2:17][CH2:18][CH2:19][CH2:20][N:21]([CH2:34][CH3:35])[CH2:22][C:23]3[CH:28]=[CH:27][CH:26]=[CH:25][CH:24]=3)[CH2:14][CH2:15]2)=[O:7])=[C:4]([O:32][CH3:33])[CH:3]=1 |f:2.3|. Reported procedure: 4-Amino-N-((1-(5-benzylaminopentyl)piperidin-4-yl)methyl)-5-chloro-2-methoxybenzamide (1.46 g) as starting compound, acetaldehyde (0.19 ml) and sodium cyanoborohydride (0.43 g) were reacted and treated in the same manner as in Example 136 to give 0.8 g of 4-amino-5-chloro-N-((1-(5-(N-ethyl-N-benzylamino)pentyl)piperidin-4-yl)methyl)-2-methoxybenzamide. The reactants are C(#N)C1=CC=C2C=3C(C4=C(C(C3NC2=C1)(C)C)C=C(C=C4)OS(=O)(=O)C(F)(F)F)=O (Trifluoro-methanesulfonic acid 3-cyano-6,6-dimethyl-11-oxo-6,11-dihydro-5H-benzo[b]carbazol-8-yl ester), CC1NC(CNC1)C (2,6-dimethylpiperazine). The product is C[C@@H]1CN(C[C@@H](N1)C)C=1C=CC2=C(C(C=3NC4=CC(=CC=C4C3C2=O)C#N)(C)C)C1 (8-((3R,5S)-3,5-Dimethylpiperazin-1-yl)-6,6-dimethyl-11-oxo-6,11-dihydro-5H-benzo[b]carbazole-3-carbonitrile). As a reaction SMILES: [C:1]([C:3]1[CH:15]=[C:14]2[C:6]([C:7]3[C:8](=[O:30])[C:9]4[CH:21]=[CH:20][C:19](OS(C(F)(F)F)(=O)=O)=[CH:18][C:10]=4[C:11]([CH3:17])([CH3:16])[C:12]=3[NH:13]2)=[CH:5][CH:4]=1)#[N:2].[CH3:31][CH:32]1[CH2:37][NH:36][CH2:35][CH:34]([CH3:38])[NH:33]1>>[CH3:38][C@H:34]1[NH:33][C@@H:32]([CH3:31])[CH2:37][N:36]([C:19]2[CH:20]=[CH:21][C:9]3[C:8](=[O:30])[C:7]4[C:6]5[C:14](=[CH:15][C:3]([C:1]#[N:2])=[CH:4][CH:5]=5)[NH:13][C:12]=4[C:11]([CH3:16])([CH3:17])[C:10]=3[CH:18]=2)[CH2:35]1. Reported procedure: Under the same conditions as the method for synthesizing Compound B2-1, the title compound was prepared from Compound B1 and 2,6-dimethylpiperazine. Reactants: Brc1c2ccccc2c(-c2cc(-c3ccccc3)cc(-c3ccccc3)c2)c2ccccc12, Cc1ccccc1, [Na+], [Na+], O=C([O-])[O-], OB(O)Oc1ccc(C=C(c2ccccc2)c2ccccc2)cc1, c1ccc(P(c2ccccc2)(c2ccccc2)[Pd](P(c2ccccc2)(c2ccccc2)c2ccccc2)(P(c2ccccc2)(c2ccccc2)c2ccccc2)P(c2ccccc2)(c2ccccc2)c2ccccc2)cc1. Yields the product C(=C(c1ccccc1)c1ccccc1)c1ccc(-c2c3ccccc3c(-c3cc(-c4ccccc4)cc(-c4ccccc4)c3)c3ccccc23)cc1. As a reaction SMILES: [Br:1][c:2]1[c:3]2[cH:4][cH:5][cH:6][cH:7][c:8]2[c:9](-[c:16]2[cH:17][c:18](-[c:28]3[cH:29][cH:30][cH:31][cH:32][cH:33]3)[cH:19][c:20](-[c:22]3[cH:23][cH:24][cH:25][cH:26][cH:27]3)[cH:21]2)[c:10]2[cH:11][cH:12][cH:13][cH:14][c:15]12.[CH3:64][c:65]1[cH:66][cH:67][cH:68][cH:69][cH:70]1.[Na+:58].[Na+:59].[O-:60][C:61](=[O:62])[O-:63].[c:34]1([C:40](=[CH:41][c:42]2[cH:43][cH:44][c:45]([O:48][B:49]([OH:50])[OH:51])[cH:46][cH:47]2)[c:52]2[cH:53][cH:54][cH:55][cH:56][cH:57]2)[cH:35][cH:36][cH:37][cH:38][cH:39]1.[cH:71]1[cH:72][cH:73][c:74]([P:75]([Pd:76]([P:77]([c:78]2[cH:79][cH:80][cH:81][cH:82][cH:83]2)([c:84]2[cH:85][cH:86][cH:87][cH:88][cH:89]2)[c:90]2[cH:91][cH:92][cH:93][cH:94][cH:95]2)([P:96]([c:97]2[cH:98][cH:99][cH:100][cH:101][cH:102]2)([c:103]2[cH:104][cH:105][cH:106][cH:107][cH:108]2)[c:109]2[cH:110][cH:111][cH:112][cH:113][cH:114]2)[P:115]([c:116]2[cH:117][cH:118][cH:119][cH:120][cH:121]2)([c:122]2[cH:123][cH:124][cH:125][cH:126][cH:127]2)[c:128]2[cH:129][cH:130][cH:131][cH:132][cH:133]2)([c:134]2[cH:135][cH:136][cH:137][cH:138][cH:139]2)[c:140]2[cH:141][cH:142][cH:143][cH:144][cH:145]2)[cH:146][cH:147]1>>[c:2]1(-[c:45]2[cH:44][cH:43][c:42]([CH:41]=[C:40]([c:34]3[cH:35][cH:36][cH:37][cH:38][cH:39]3)[c:52]3[cH:53][cH:54][cH:55][cH:56][cH:57]3)[cH:47][cH:46]2)[c:3]2[cH:4][cH:5][cH:6][cH:7][c:8]2[c:9](-[c:16]2[cH:17][c:18](-[c:28]3[cH:29][cH:30][cH:31][cH:32][cH:33]3)[cH:19][c:20](-[c:22]3[cH:23][cH:24][cH:25][cH:26][cH:27]3)[cH:21]2)[c:10]2[cH:11][cH:12][cH:13][cH:14][c:15]12. The reactants are CC(C)(C)OC(=O)N1CCC(C(O)c2ccccc2)C1, C1CCOC1, CCOC(C)=O, Oc1c(F)ccc(F)c1Cl, CC(C)OC(=O)N=NC(=O)OC(C)C, c1ccc(P(c2ccccc2)c2ccccc2)cc1. Yields the product CC(C)(C)OC(=O)N1CCC(C(Oc2c(F)ccc(F)c2Cl)c2ccccc2)C1. As a reaction SMILES: [C:1]([CH3:2])([CH3:3])([CH3:4])[O:5][C:6](=[O:7])[N:8]1[CH2:9][CH:10]([CH:13]([c:14]2[cH:15][cH:16][cH:17][cH:18][cH:19]2)[OH:20])[CH2:11][CH2:12]1.[CH2:50]1[O:51][CH2:52][CH2:53][CH2:54]1.[CH3:69][CH2:70][O:71][C:72]([CH3:73])=[O:74].[Cl:21][c:22]1[c:23]([OH:30])[c:24]([F:29])[cH:25][cH:26][c:27]1[F:28].[O:55]=[C:56]([O:57][CH:58]([CH3:59])[CH3:60])[N:61]=[N:62][C:63]([O:64][CH:65]([CH3:66])[CH3:67])=[O:68].[c:31]1([P:32]([c:33]2[cH:34][cH:35][cH:36][cH:37][cH:38]2)[c:39]2[cH:40][cH:41][cH:42][cH:43][cH:44]2)[cH:45][cH:46][cH:47][cH:48][cH:49]1>>[C:1]([CH3:2])([CH3:3])([CH3:4])[O:5][C:6](=[O:7])[N:8]1[CH2:9][CH:10]([CH:13]([c:14]2[cH:15][cH:16][cH:17][cH:18][cH:19]2)[O:20][c:23]2[c:22]([Cl:21])[c:27]([F:28])[cH:26][cH:25][c:24]2[F:29])[CH2:11][CH2:12]1. Reactants: O=C(O)c1ccc(Cl)cc1C(=O)O, Nc1ccccc1, Cc1ccccc1C. The product is O=C1c2ccc(Cl)cc2C(=O)N1c1ccccc1. Reaction SMILES: [Cl:8][c:9]1[cH:10][c:11]([C:18]([OH:15])=[O:19])[c:12]([C:13](=[O:14])[OH:20])[cH:16][cH:17]1.[NH2:1][c:2]1[cH:3][cH:4][cH:5][cH:6][cH:7]1.[c:21]1([CH3:22])[c:23]([CH3:24])[cH:25][cH:26][cH:27][cH:28]1>>[N:1]1([c:2]2[cH:3][cH:4][cH:5][cH:6][cH:7]2)[C:13](=[O:14])[c:12]2[c:11]([cH:10][c:9]([Cl:8])[cH:17][cH:16]2)[C:18]1=[O:19]. Reactants: N[C@@H](C)C=1N(C(C2=C(C=CC=C2C1)C)=O)C1=CC=CC=C1 ((S)-3-(1-aminoethyl)-8-methyl-2-phenylisoquinolin-1(2H)-one), N[C@@H](C)C=1N(C(C2=C(C=CC=C2C1)C)=O)C1=CC=CC=C1 ((S)-3-(1-aminoethyl)-8-methyl-2-phenylisoquinolin-1(2H)-one), ClC1=NC(=C2N=CN(C2=N1)C1OCCCC1)Cl (2,6-dichloro-9-(tetrahydro-2H-pyran-2-yl)-9H-purine), ClC1=NC(=C2N=CN(C2=N1)C1OCCCC1)Cl (2,6-dichloro-9-(tetrahydro-2H-pyran-2-yl)-9H-purine), CCN(C(C)C)C(C)C (DIPEA), ClC1=NC(=C2N=CN(C2=N1)C1OCCCC1)NC(C)C=1N(C(C2=C(C=CC=C2C1)C)=O)C1=CC=CC=C1 (3-(1-(2-chloro-9-(tetrahydro-2H-pyran-2-yl)-9H-purin-6-ylamino)ethyl)-8-methyl-2-phenylisoquinolin-1(2H)-one). Solvent: CCCCO (n-BuOH). Conditions: temperature 120 celsius, time 16 hour. Yields the product ClC1=NC(=C2N=CNC2=N1)N[C@@H](C)C=1N(C(C2=C(C=CC=C2C1)C)=O)C1=CC=CC=C1 ((S)-3-(1-(2-chloro-9H-purin-6-ylamino)ethyl)-8-methyl-2-phenylisoquinolin-1(2H)-one), ClC1=NC(=C2N=CN(C2=N1)C1OCCCC1)NC(C)C=1N(C(C2=C(C=CC=C2C1)C)=O)C1=CC=CC=C1 (3-(1-(2-chloro-9-(tetrahydro-2H-pyran-2-yl)-9H-purin-6-ylamino)ethyl)-8-methyl-2-phenylisoquinolin-1(2H)-one). Yield: 46.0%. RXN SMILES: N[C@H](C1N(C2C=CC=CC=2)C(=O)C2C(C=1)=CC=CC=2C)C.ClC1N=C2C(N=CN2C2CCCCO2)=C(Cl)N=1.CCN(C(C)C)C(C)C.[Cl:48][C:49]1[N:57]=[C:56]2[C:52]([N:53]=[CH:54][N:55]2[CH:58]2[CH2:63][CH2:62][CH2:61][CH2:60][O:59]2)=[C:51]([NH:64][CH:65]([C:67]2[N:68]([C:79]3[CH:84]=[CH:83][CH:82]=[CH:81][CH:80]=3)[C:69](=[O:78])[C:70]3[C:75]([CH:76]=2)=[CH:74][CH:73]=[CH:72][C:71]=3[CH3:77])[CH3:66])[N:50]=1>CCCCO>[Cl:48][C:49]1[N:57]=[C:56]2[C:52]([N:53]=[CH:54][NH:55]2)=[C:51]([NH:64][C@H:65]([C:67]2[N:68]([C:79]3[CH:84]=[CH:83][CH:82]=[CH:81][CH:80]=3)[C:69](=[O:78])[C:70]3[C:75]([CH:76]=2)=[CH:74][CH:73]=[CH:72][C:71]=3[CH3:77])[CH3:66])[N:50]=1.[Cl:48][C:49]1[N:57]=[C:56]2[C:52]([N:53]=[CH:54][N:55]2[CH:58]2[CH2:63][CH2:62][CH2:61][CH2:60][O:59]2)=[C:51]([NH:64][CH:65]([C:67]2[N:68]([C:79]3[CH:84]=[CH:83][CH:82]=[CH:81][CH:80]=3)[C:69](=[O:78])[C:70]3[C:75]([CH:76]=2)=[CH:74][CH:73]=[CH:72][C:71]=3[CH3:77])[CH3:66])[N:50]=1. Procedure details: 3-(1-Aminoethyl)-8-methyl-2-phenylisoquinolin-1(2H)-one (compound 4704) (200 mg, 0.72 mol), 2,6-dichloro-9-(tetrahydro-2H-pyran-2-yl)-9H-purine (compound 5302) (393 mg, 1.44 mmol) and DIPEA (279 mg, 2.16 mmol) were dissolved in n-BuOH (20 mL) in a sealed tube, and the resulting mixture was stirred at 120° C. for 16 h. The reaction mixture was concentrated in vacuo and the residue was purified by flash column chromatography on silica gel (eluting with 30% to 50% Hex/EA) to afford the desired prod...